The task is: describe an organic reaction: reactants, conditions, products, and yield. This data is from the Open Reaction Database (ORD), a public repository of structured organic reaction records. Reactants: FC1CN(CC(N1C)O)C1=CC=C(C=C1)NC1=NC=C(C(=N1)C=1C=C(C=CC1)NC(C=C)=O)NC1=CC(=CC=C1)F (N-(3-(2-((4-(3-fluoro-5-hydroxy-4-methylpiperazin-1-yl)phenyl)amino)-5-((3-fluorophenyl)amino)pyrimidin-4-yl)phenyl)acrylamide), ClC1=NC=C(C(=N1)Cl)NC1=CC(=CC=C1)F (2,4-dichloro-N-(3-fluorophenyl)pyrimidin-5-amine), C(C=C)(=O)NC=1C=C(C=CC1)B(O)O ((3-acrylamidophenyl)boronic acid). The reagents and catalysts are [Pd] (palladium). Yields the product ClC1=NC=C(C(=N1)C=1C=C(C=CC1)NC(C=C)=O)NC1=CC(=CC=C1)F (N-(3-(2-chloro-5-((3-fluorophenyl)amino)pyrimidin-4-yl)phenyl)acrylamide). Reaction SMILES: FC1N(C)C(O)CN(C2C=CC(N[C:17]3[N:22]=[C:21]([C:23]4[CH:24]=[C:25]([NH:29][C:30](=[O:33])[CH:31]=[CH2:32])[CH:26]=[CH:27][CH:28]=4)[C:20]([NH:34][C:35]4[CH:40]=[CH:39][CH:38]=[C:37]([F:41])[CH:36]=4)=[CH:19][N:18]=3)=CC=2)C1.[Cl:42]C1N=C(Cl)C(NC2C=CC=C(F)C=2)=CN=1.C(NC1C=C(B(O)O)C=CC=1)(=O)C=C>[Pd]>[Cl:42][C:17]1[N:22]=[C:21]([C:23]2[CH:24]=[C:25]([NH:29][C:30](=[O:33])[CH:31]=[CH2:32])[CH:26]=[CH:27][CH:28]=2)[C:20]([NH:34][C:35]2[CH:40]=[CH:39][CH:38]=[C:37]([F:41])[CH:36]=2)=[CH:19][N:18]=1. Procedure: As an example, N-(3-(2-((4-(3-fluoro-5-hydroxy-4-methylpiperazin-1-yl)phenyl)amino)-5-((3-fluorophenyl)amino)pyrimidin-4-yl)phenyl)acrylamide can be prepared according to Route I. Beginning with 2,4-dichloro-N-(3-fluorophenyl)pyrimidin-5-amine, a palladium catalyzed coupling reaction with (3-acrylamidophenyl)boronic acid provides N-(3-(2-chloro-5-((3-fluorophenyl)amino)pyrimidin-4-yl)phenyl)acrylamide under mild conditions. Reaction of this product with 4-(4-aminophenyl)-6-fluoro-1-methylpiperaz... The reactants are C(C)N1N=CC2=C1N=C(C(=C2NC2CCOCC2)CNC)CC (1,6-diethyl-5-[(methylamino)methyl]-N-(tetrahydro-2H-pyran-4-yl)-1H-pyrazolo[3,4-b]pyridin-4-amine), ClCC=1C=C(C=CC1)C(=O)NCC=1C=CC(=C(C1)C1=CC(=CC=C1)CN1CCN(CC1)C(=O)OC(C)(C)C)F (1,1-dimethylethyl 4-({5′-[({[3-(chloromethyl)phenyl]carbonyl}amino)methyl]-2′-fluoro-3-biphenylyl}methyl)-1-piperazinecarboxylate), C(=O)([O-])[O-].[K+].[K+] (K2CO3), [Na+].[I-] (NaI). Run in CN(C)C=O (DMF), CCOC(=O)C (EtOAc). Reaction conditions: time 18 hour. The product is C(C)N1N=CC=2C1=NC(=C(C2NC2CCOCC2)CN(C)CC=2C=C(C=CC2)C(=O)NCC=2C=CC(=C(C2)C2=CC(=CC=C2)CN2CCN(CC2)C(=O)OC(C)(C)C)F)CC (1,1-Dimethylethyl 4-{[5′-({[(3-{[{[1,6-diethyl-4-(tetrahydro-2H-pyran-4-ylamino)-1H-pyrazolo[3,4-b]pyridin-5-yl]methyl}(methyl)amino]methyl}phenyl)carbonyl]amino}methyl)-2′-fluoro-3-biphenylyl]methyl}-1-piperazinecarboxylate). Isolated yield 48.5%. RXN SMILES: [CH2:1]([N:3]1[C:7]2[N:8]=[C:9]([CH2:22][CH3:23])[C:10]([CH2:19][NH:20][CH3:21])=[C:11]([NH:12][CH:13]3[CH2:18][CH2:17][O:16][CH2:15][CH2:14]3)[C:6]=2[CH:5]=[N:4]1)[CH3:2].Cl[CH2:25][C:26]1[CH:27]=[C:28]([C:32]([NH:34][CH2:35][C:36]2[CH:37]=[CH:38][C:39]([F:62])=[C:40]([C:42]3[CH:47]=[CH:46][CH:45]=[C:44]([CH2:48][N:49]4[CH2:54][CH2:53][N:52]([C:55]([O:57][C:58]([CH3:61])([CH3:60])[CH3:59])=[O:56])[CH2:51][CH2:50]4)[CH:43]=3)[CH:41]=2)=[O:33])[CH:29]=[CH:30][CH:31]=1.C([O-])([O-])=O.[K+].[K+].[Na+].[I-]>CN(C=O)C.CCOC(C)=O>[CH2:1]([N:3]1[C:7]2=[N:8][C:9]([CH2:22][CH3:23])=[C:10]([CH2:19][N:20]([CH2:25][C:26]3[CH:27]=[C:28]([C:32]([NH:34][CH2:35][C:36]4[CH:37]=[CH:38][C:39]([F:62])=[C:40]([C:42]5[CH:47]=[CH:46][CH:45]=[C:44]([CH2:48][N:49]6[CH2:50][CH2:51][N:52]([C:55]([O:57][C:58]([CH3:60])([CH3:59])[CH3:61])=[O:56])[CH2:53][CH2:54]6)[CH:43]=5)[CH:41]=4)=[O:33])[CH:29]=[CH:30][CH:31]=3)[CH3:21])[C:11]([NH:12][CH:13]3[CH2:14][CH2:15][O:16][CH2:17][CH2:18]3)=[C:6]2[CH:5]=[N:4]1)[CH3:2] |f:2.3.4,5.6|. Reported procedure: To a solution of 1,6-diethyl-5-[(methylamino)methyl]-N-(tetrahydro-2H-pyran-4-yl)-1H-pyrazolo[3,4-b]pyridin-4-amine (0.0432 g, 0.136 mmol) in DMF (1.0 mL) was added 1,1-dimethylethyl 4-({5′-[({[3-(chloromethyl)phenyl]carbonyl}amino)methyl]-2′-fluoro-3-biphenylyl}methyl)-1-piperazinecarboxylate (0.075 g, 0.136 mmol), and K2CO3 (0.0188 g, 0.136 mmol). This mixture was stirred at room temperature for 18 h after which was added NaI (0.0204 g, 0.136 mmol) and stirring continued for another 25 h. Then... The reactants are C=1(C(=CC=CC1)C(=O)CN1C(C(CN(C2=C1C=C(C=C2)C)C(CC(C)(C)C)=O)NC(=O)OC(C)(C)C)=O)C (1-(2-toluoylmethyl)-2-oxo-3-tert-butoxycarbonylamino-5-(3,3-dimethylbutanoyl)-8-methyl-1,3,4,5-tetrahydro-2H-1,5-benzodiazepine). Run in Cl.O1CCOCC1 (HCl dioxane). Conditions: temperature 50 celsius, time 1 hour. Yields the product C=1(C(=CC=CC1)C(=O)CN1C(C(CN(C2=C1C=C(C=C2)C)C(CC(C)(C)C)=O)N)=O)C (1-(2-toluoylmethyl)-2-oxo-3-amino-5-(3,3-dimethylbutanoyl)-8-methyl-1,3,4,5-tetrahydro-2H-1,5-benzodiazepine). Yield: 91.7%. As a reaction SMILES: [C:1]1([CH3:38])[C:2]([C:7]([CH2:9][N:10]2[C:16]3[CH:17]=[C:18]([CH3:21])[CH:19]=[CH:20][C:15]=3[N:14]([C:22](=[O:28])[CH2:23][C:24]([CH3:27])([CH3:26])[CH3:25])[CH2:13][CH:12]([NH:29]C(OC(C)(C)C)=O)[C:11]2=[O:37])=[O:8])=[CH:3][CH:4]=[CH:5][CH:6]=1>Cl.O1CCOCC1>[C:1]1([CH3:38])[C:2]([C:7]([CH2:9][N:10]2[C:16]3[CH:17]=[C:18]([CH3:21])[CH:19]=[CH:20][C:15]=3[N:14]([C:22](=[O:28])[CH2:23][C:24]([CH3:26])([CH3:27])[CH3:25])[CH2:13][CH:12]([NH2:29])[C:11]2=[O:37])=[O:8])=[CH:3][CH:4]=[CH:5][CH:6]=1 |f:1.2|. Procedure details: 1-(2-toluoylmethyl)-2-oxo-3-tert-butoxycarbonylamino-5-(3,3-dimethylbutanoyl)-8-methyl-1,3,4,5-tetrahydro-2H-1,5-benzodiazepine (1.00 g) was suspended in4N HCl-dioxane (10 ml), the suspension was stirred for one hour at 50° C. The reaction mixture was concentrated under reduced pressure, saturated aqueous sodium bicarbonate was added, and extracted with methylene chloride. The organic layer was dried over anhydrous sodium sulfate, the solvent was evaporated under reduced pressure, to thereby obt... The reactants are CO (methanol), C(C)(C)(C)OC(=O)[C@H]1N([C@H](CC1)C1=CC=CC=C1)C(CNC(NC=1C=C(C=CC1)C(C(=O)OCC1=CC=CC=C1)C)=O)=O (benzyl 2-{3-{3-[2-((2S,5R)-2-tert-butoxycarbonyl-5-phenyl-1-pyrrolidinyl)-2-oxoethyl]ureido}phenyl}propionate). Reagents/catalysts: [Pd] (palladium on charcoal). The solvent is C(C)(=O)OCC (ethyl acetate). Yields the product C(C)(C)(C)OC(=O)[C@H]1N([C@H](CC1)C1=CC=CC=C1)C(CNC(NC=1C=C(C=CC1)C(C(=O)O)C)=O)=O (2-{3-{3-[2-((2S,5R)-2-tert-butoxycarbonyl-5-phenyl-1-pyrrolidinyl)-2-oxoethyl]ureido}phenyl}propionic acid). The yield is 67.2%. RXN SMILES: [C:1]([O:5][C:6]([C@@H:8]1[CH2:12][CH2:11][C@H:10]([C:13]2[CH:18]=[CH:17][CH:16]=[CH:15][CH:14]=2)[N:9]1[C:19](=[O:43])[CH2:20][NH:21][C:22](=[O:42])[NH:23][C:24]1[CH:25]=[C:26]([CH:30]([CH3:41])[C:31]([O:33]CC2C=CC=CC=2)=[O:32])[CH:27]=[CH:28][CH:29]=1)=[O:7])([CH3:4])([CH3:3])[CH3:2].CO>C(OCC)(=O)C.[Pd]>[C:1]([O:5][C:6]([C@@H:8]1[CH2:12][CH2:11][C@H:10]([C:13]2[CH:18]=[CH:17][CH:16]=[CH:15][CH:14]=2)[N:9]1[C:19](=[O:43])[CH2:20][NH:21][C:22](=[O:42])[NH:23][C:24]1[CH:25]=[C:26]([CH:30]([CH3:41])[C:31]([OH:33])=[O:32])[CH:27]=[CH:28][CH:29]=1)=[O:7])([CH3:3])([CH3:2])[CH3:4]. Procedure details: The operation is carried out as in Example 84, but starting from 0.88 g of benzyl 2-{3-{3-[2-((2S,5R)-2-tert-butoxycarbonyl-5-phenyl-1-pyrrolidinyl)-2-oxoethyl]ureido}phenyl}propionate (B form) in solution in 50 cm3 of ethyl acetate and 0.22 g of 10% palladium on charcoal. After treatment, 0.5 g of 2-{3-{3-[2-((2S,5R)-2-tert-butoxycarbonyl-5-phenyl-1-pyrrolidinyl)-2-oxoethyl]ureido}phenyl}propionic acid (B form), melting at 120° C., [α]D20 =+49.8°±0.8° (c=0.53; methanol), is obtained. The reactants are C(C)C(C(=O)OC)CC (methyl 2-ethylbutyrate), C(CCC)[Li] (n-butyl lithium), C(C)(C)NC(C)C (diisopropylamine), CI (methyl iodide). Yields the product C(C)C(C(=O)OC)(CC)C (methyl 2-ethyl-2-methylbutyrate). As a reaction SMILES: [CH2:1]([CH:3]([CH2:8][CH3:9])[C:4]([O:6][CH3:7])=[O:5])[CH3:2].[CH2:10]([Li])CCC.C(NC(C)C)(C)C.CI>>[CH2:1]([C:3]([CH3:10])([CH2:8][CH3:9])[C:4]([O:6][CH3:7])=[O:5])[CH3:2]. Procedure details: A 16.5 Kg portion of methyl 2-ethylbutyrate was reacted with 60 Kg of n-butyl lithium, diisopropylamine, and 19.1 Kg of methyl iodide to provide 17.4 Kg of methyl 2-ethyl-2-methylbutyrate. A 7.5 Kg portion of the ester thus formed was reacted with 3.25 Kg of acetonitrile and 5.03 g of sodium hydride in 33 liters of tetrahydrofuran to provide 1-ethyl-1-methylpropyl cyanomethyl ketone. The ketone thus formed was reacted with 4.35 Kg of hydroxylamine hydrochloride and 2.54 Kg of sodium hydroxide in... The reactants are C1CCOC1, CCO, [Na+], [OH-], CCOC(=O)c1ccc([Se]c2cc3c(cc2O)C(C)(C)CCC3(C)C)nc1. The product is CC1(C)CCC(C)(C)c2cc([Se]c3ccc(C(=O)O)cn3)c(O)cc21. RXN SMILES: [CH2:30]1[O:31][CH2:32][CH2:33][CH2:34]1.[CH3:35][CH2:36][OH:37].[Na+:29].[OH-:28].[OH:1][c:2]1[c:3]([Se:16][c:17]2[n:18][cH:19][c:20]([C:21](=[O:22])[O:23][CH2:24][CH3:25])[cH:26][cH:27]2)[cH:4][c:5]2[c:10]([cH:11]1)[C:9]([CH3:12])([CH3:13])[CH2:8][CH2:7][C:6]2([CH3:14])[CH3:15]>>[OH:1][c:2]1[c:3]([Se:16][c:17]2[n:18][cH:19][c:20]([C:21](=[O:22])[OH:23])[cH:26][cH:27]2)[cH:4][c:5]2[c:10]([cH:11]1)[C:9]([CH3:12])([CH3:13])[CH2:8][CH2:7][C:6]2([CH3:14])[CH3:15].